This data is from the Open Reaction Database (ORD), a public repository of structured organic reaction records. The task is: describe an organic reaction: reactants, conditions, products, and yield The reactants are C(OCC)(OCC)OCC (triethyl orthoformate), ClC1=C(C(=CC=C1C)Cl)NC1=C(C(=O)NN)C=CC=C1 (2-[(2,6-dichloro-3-methylphenyl)amino]-benzoic acid hydrazide), C1(=CC=C(C=C1)S(=O)(=O)O)C (p-toluenesulfonic acid). The solvent is C(C)O (ethanol). Reaction conditions: time 8 hour. Yields the product ClC1=C(C(=CC=C1C)Cl)NC1=C(C=CC=C1)C=1OC=NN1 (2,6-dichloro-3-methyl-N-[2-(1,3,4-oxadiazol-2-yl)phenyl]benzenamine). The yield is 67.0%. As a reaction SMILES: [Cl:1][C:2]1[C:7]([CH3:8])=[CH:6][CH:5]=[C:4]([Cl:9])[C:3]=1[NH:10][C:11]1[CH:20]=[CH:19][CH:18]=[CH:17][C:12]=1[C:13]([NH:15][NH2:16])=[O:14].[CH:21](OCC)(OCC)OCC.C1(C)C=CC(S(O)(=O)=O)=CC=1>C(O)C>[Cl:1][C:2]1[C:7]([CH3:8])=[CH:6][CH:5]=[C:4]([Cl:9])[C:3]=1[NH:10][C:11]1[CH:20]=[CH:19][CH:18]=[CH:17][C:12]=1[C:13]1[O:14][CH:21]=[N:16][N:15]=1. Procedure details: To a room temperature suspension of 2-[(2,6-dichloro-3-methylphenyl)amino]-benzoic acid hydrazide (355.1 mg, 1.15 mmoles) in 6 ml of ethanol is added 2 ml of triethyl orthoformate followed by p-toluenesulfonic acid (20 mg, 0.11 mmoles). After stirring at room temperature overnight, the clear yellow solution is concentrated in vacuo. The residue is subjected to flash chromatography eluting with hexane:ethyl acetate (3:1). Subsequent recrystallization from ethanol yields 244.1 mg (67%) of 2,6-dich... Reactants: COC=1C(=C(CC=2C=CC(=C(C(=O)OC)C2)C2=CC=C(C=C2)OC)C(=C(C1OC)OC)OC)C (Methyl 5-(3,4,5,6-tetramethoxy-2-methylbenzyl)-2-(4-methoxyphenyl)benzoate). Solvent: aqueous solution, [OH-].[Na+] (sodium hydroxide), O1CCOCC1 (1,4-dioxane), O (water). Reaction conditions: time 16 hour. Product: COC=1C(=C(CC=2C=CC(=C(C(=O)O)C2)C2=CC=C(C=C2)OC)C(=C(C1OC)OC)OC)C (5-(3,4,5,6-Tetramethoxy-2-methylbenzyl)-2-(4-methoxyphenyl)benzoic acid). The yield is 96.1%. As a reaction SMILES: [CH3:1][O:2][C:3]1[C:4]([CH3:34])=[C:5]([C:25]([O:32][CH3:33])=[C:26]([O:30][CH3:31])[C:27]=1[O:28][CH3:29])[CH2:6][C:7]1[CH:8]=[CH:9][C:10]([C:17]2[CH:22]=[CH:21][C:20]([O:23][CH3:24])=[CH:19][CH:18]=2)=[C:11]([CH:16]=1)[C:12]([O:14]C)=[O:13]>[OH-].[Na+].O1CCOCC1.O>[CH3:1][O:2][C:3]1[C:4]([CH3:34])=[C:5]([C:25]([O:32][CH3:33])=[C:26]([O:30][CH3:31])[C:27]=1[O:28][CH3:29])[CH2:6][C:7]1[CH:8]=[CH:9][C:10]([C:17]2[CH:18]=[CH:19][C:20]([O:23][CH3:24])=[CH:21][CH:22]=2)=[C:11]([CH:16]=1)[C:12]([OH:14])=[O:13] |f:1.2|. Procedure details: Methyl 5-(3,4,5,6-tetramethoxy-2-methylbenzyl)-2-(4-methoxyphenyl)benzoate (472 mg, 1.0128 mmol) was dissolved in a mixed solution of a 1N aqueous solution of sodium hydroxide (10 ml) and 1,4-dioxane (20 ml) followed by stirring at room temperature for 16 hours. The reaction solution was diluted with water (100 ml), washed with ether, acidified with concentrated hydrochloric acid and extracted with ether. The extract was washed with water and dried and the solvent was evaporated therefrom to giv... Reactants: C(C)O (ethanol), Cl.C(C)N(C1=CC=C(C=C1)N)C(C)C (N-ethyl-N-isopropyl-4-aminoaniline hydrochloride), S(=O)(=O)([O-])OOS(=O)(=O)[O-].[NH4+].[NH4+] (ammonium persulfate), C1(=CC(O)=CC(C)=C1)O (orcinol), N (ammonia). Solvent: O (water), O (water). The product is C(C)N(C1=CC=C(C=C1)NC=1C(C=C(C(C1C)=NC1=CC=C(C=C1)N(C(C)C)CC)O)=O)C(C)C (2-[4-(ethylisopropylamino)-phenylamino]-4-[4-(ethylisopropylamino)phenylimino]-5-hydroxy-3-methylcyclohexa-2,5-dienone). As a reaction SMILES: Cl.[CH2:2]([N:4]([CH:12]([CH3:14])[CH3:13])[C:5]1[CH:10]=[CH:9][C:8]([NH2:11])=[CH:7][CH:6]=1)[CH3:3].[C:15]1([OH:23])[CH:22]=[C:20]([CH3:21])[CH:19]=[C:17]([OH:18])[CH:16]=1.[NH3:24].S(OOS([O-])(=O)=O)([O-])(=O)=O.[NH4+:35].[NH4+].[CH2:37](O)[CH3:38]>O>[CH2:2]([N:4]([CH:12]([CH3:13])[CH3:14])[C:5]1[CH:10]=[CH:9][C:8]([NH:11][C:22]2[C:15](=[O:23])[CH:16]=[C:17]([OH:18])[C:19](=[N:24][C:5]3[CH:10]=[CH:9][C:8]([N:35]([CH2:37][CH3:38])[CH:12]([CH3:14])[CH3:13])=[CH:7][CH:6]=3)[C:20]=2[CH3:21])=[CH:7][CH:6]=1)[CH3:3] |f:0.1,4.5.6|. Procedure: To a solution of 0.002 mol (429 mg) of N-ethyl-N-isopropyl-4-aminoaniline hydrochloride and 0.001 mol (124 mg) of orcinol in 2 ml of water and 6 ml of ethanol brought to a pH of 9.5 with a solution of 20% aqueous ammonia, 0.002 mol (456 mg) of ammonium persulfate dissolved in 1 ml of water is added dropwise. The temperature is held below 30° C. during the addition. At the end of the addition, the precipitate formed is filtered and washed with water. The reactants are O=C1CCC(=O)N1Br, O=C(OOC(=O)c1ccccc1)c1ccccc1, ClC(Cl)(Cl)Cl, CCc1ccc([Si](C)(C)C)cc1. Product: CC(Br)c1ccc([Si](C)(C)C)cc1. As a reaction SMILES: [Br:13][N:14]1[C:15](=[O:16])[CH2:17][CH2:18][C:19]1=[O:20].[C:21]([O:22][O:23][C:24](=[O:25])[c:26]1[cH:27][cH:28][cH:29][cH:30][cH:31]1)(=[O:32])[c:33]1[cH:34][cH:35][cH:36][cH:37][cH:38]1.[C:39]([Cl:40])([Cl:41])([Cl:42])[Cl:43].[CH2:1]([CH3:2])[c:3]1[cH:4][cH:5][c:6]([Si:9]([CH3:10])([CH3:11])[CH3:12])[cH:7][cH:8]1>>[CH:1]([CH3:2])([c:3]1[cH:4][cH:5][c:6]([Si:9]([CH3:10])([CH3:11])[CH3:12])[cH:7][cH:8]1)[Br:13]. Starting materials: C1(=CC=CC=C1)C(C1=CC=CC=C1)OC(=O)C1=C(CS[C@H]2N1C([C@H]2NC([C@@H](NC(=O)N2C(C(N(CC2)CC)=O)=O)C2=C(C=C(C=C2)C(=O)OC(C)(C)C)N)=O)=O)COC(C)=O (3-acetoxymethyl-7β-[(2S)-2-(4-BOC-aminophenyl)-2-(4-ethyl-2,3-dioxopiperazine-1-carboxamido)-acetamido]-3-cephem-4-carboxylic acid diphenylmethyl ester), O.C1(=CC=C(C=C1)S(=O)(=O)O)C (p-toluenesulphonic acid monohydrate), C(C)#N (acetonitrile). Product: C1(=CC=C(C=C1)S(=O)(=O)O)C.C1(=CC=CC=C1)C(C1=CC=CC=C1)OC(=O)C1=C(CS[C@H]2N1C([C@H]2NC([C@@H](NC(=O)N2C(C(N(CC2)CC)=O)=O)C2=CC=C(C=C2)N)=O)=O)COC(C)=O (3-Acetoxymethyl-7β-[(2S)-2-(4-aminophenyl)-2-(4-ethyl-2,3-dioxopiperazine-1-carboxamido)-acetamido]-3-cephem-4-carboxylic acid diphenylmethyl ester p-toluenesulphonate). Reaction SMILES: [C:1]1([CH:7]([O:14][C:15]([C:17]2[N:22]3[C:23](=[O:56])[C@@H:24]([NH:25][C:26](=[O:55])[C@H:27](C4C=CC(C(OC(C)(C)C)=O)=CC=4N)[NH:28][C:29]([N:31]4[CH2:36][CH2:35][N:34]([CH2:37][CH3:38])[C:33](=[O:39])[C:32]4=[O:40])=[O:30])[C@H:21]3[S:20][CH2:19][C:18]=2[CH2:57][O:58][C:59](=[O:61])[CH3:60])=[O:16])[C:8]2[CH:13]=[CH:12][CH:11]=[CH:10][CH:9]=2)[CH:6]=[CH:5][CH:4]=[CH:3][CH:2]=1.O.[C:63]1([CH3:73])[CH:68]=[CH:67][C:66]([S:69]([OH:72])(=[O:71])=[O:70])=[CH:65][CH:64]=1.[C:74](#[N:76])[CH3:75]>>[C:63]1([CH3:73])[CH:64]=[CH:65][C:66]([S:69]([OH:72])(=[O:70])=[O:71])=[CH:67][CH:68]=1.[C:8]1([CH:7]([O:14][C:15]([C:17]2[N:22]3[C:23](=[O:56])[C@@H:24]([NH:25][C:26](=[O:55])[C@H:27]([C:63]4[CH:64]=[CH:65][C:74]([NH2:76])=[CH:75][CH:68]=4)[NH:28][C:29]([N:31]4[CH2:36][CH2:35][N:34]([CH2:37][CH3:38])[C:33](=[O:39])[C:32]4=[O:40])=[O:30])[C@H:21]3[S:20][CH2:19][C:18]=2[CH2:57][O:58][C:59](=[O:61])[CH3:60])=[O:16])[C:1]2[CH:2]=[CH:3][CH:4]=[CH:5][CH:6]=2)[CH:9]=[CH:10][CH:11]=[CH:12][CH:13]=1 |f:1.2,4.5|. Procedure details: In the manner described in Example 11, 3.883 g of 3-acetoxymethyl-7β-[(2S)-2-(4-BOC-aminophenyl)-2-(4-ethyl-2,3-dioxopiperazine-1-carboxamido)-acetamido]-3-cephem-4-carboxylic acid diphenylmethyl ester are reacted with 1.75 g of p-toluenesulphonic acid monohydrate in 30 ml of acetonitrile and worked up. 3-Acetoxymethyl-7β-[(2S)-2-(4-aminophenyl)-2-(4-ethyl-2,3-dioxopiperazine-1-carboxamido)-acetamido]-3-cephem-4-carboxylic acid diphenylmethyl ester p-toluenesulphonate is obtained. [α]D20 =+32°±1... Starting materials: COC(=O)C1=CC=CC2=C(C(=CC=C12)OC)Br (5-bromo-6-methoxy-1-naphthalenecarboxylic acid methyl ester), Cu2 (CN)2.H2O, CN(C=O)C (dimethylformamide), ice, [NH4+].[OH-] (NH4OH). The reagents and catalysts are N1=CC=CC=C1 (pyridine). Conditions: temperature 180 celsius. The product is COC(=O)C1=CC=CC2=C(C(=CC=C12)OC)C#N (5-cyano-6-methoxy-1-naphthalenecarboxylic acid methyl ester). Reaction SMILES: [CH3:1][O:2][C:3]([C:5]1[C:14]2[C:9](=[C:10](Br)[C:11]([O:15][CH3:16])=[CH:12][CH:13]=2)[CH:8]=[CH:7][CH:6]=1)=[O:4].[NH4+].[OH-].[CH3:20][N:21](C)C=O>N1C=CC=CC=1>[CH3:1][O:2][C:3]([C:5]1[C:14]2[C:9](=[C:10]([C:20]#[N:21])[C:11]([O:15][CH3:16])=[CH:12][CH:13]=2)[CH:8]=[CH:7][CH:6]=1)=[O:4] |f:1.2|. Procedure: A solution of bromine (26.6 g, 0.167 mole) in glacial acetic acid (25 ml) was added dropwise to a cooled suspension of 6-methoxy-1-naphthalenecarboxylic acid methyl ester (30 g, 0.139 moles) in glacial acid (2.75 ml). The precipitate was collected, washed with water and crystallized from ethanol to give 33.3 g of 5-bromo-6-methoxy-1-naphthalenecarboxylic acid methyl ester; mp 119° C.; NMR (CDCl3) δ3.97 (s, 3H), 4.03 (s, 3H), 7.35 (d, J=9.25 Hz, 1H), 7.4 (m, 1H), 8.05 (d, J=6.75 Hz, 1H), 8.45 (d,... The reactants are BrC1=C(C=C(C(=O)C2=CC=C(C=C2)[N+](=O)[O-])C=C1)[N+](=O)[O-] (4-bromo-3,4'-dinitro benzophenone), [H][H] (hydrogen), [H][H] (hydrogen), O.N (ammonia water). Reagents/catalysts: [Pd] (palladium). Solvent: O1CCOCC1 (dioxane). Reaction conditions: temperature 30 celsius, time 7 hour. The product is NC=1C=C(C(=O)C2=CC=C(C=C2)N)C=CC1 (3,4'-diamino benzophenone). As a reaction SMILES: Br[C:2]1[CH:18]=[CH:17][C:5]([C:6]([C:8]2[CH:13]=[CH:12][C:11]([N+:14]([O-])=O)=[CH:10][CH:9]=2)=[O:7])=[CH:4][C:3]=1[N+:19]([O-])=O.[H][H].O.N>[Pd].O1CCOCC1>[NH2:19][C:3]1[CH:4]=[C:5]([CH:17]=[CH:18][CH:2]=1)[C:6]([C:8]1[CH:9]=[CH:10][C:11]([NH2:14])=[CH:12][CH:13]=1)=[O:7] |f:2.3|. Procedure details: In a closed vessel equipped with a thermometer and a stirrer there are charged 105 g (0.3 moles) of 4-bromo-3,4'-dinitro benzophenone, 5 g of 5% palladium/active carbon catalyst (from Nihon-Engelhardt Co.) and 300 ml of dioxane. At 70°-80° C., with the mixture being stirred, there is introduced 41 l (1.83 moles) of hydrogen so as to be absorbed in the mixture in about 11 hours. Following cooling the mixture to 30° C., there is added 38.5 g (0.33 moles) of 30% ammonia water. Then, again with the ... Reactants: [Si](C)(C)(C(C)(C)C)OC1=C(C=C(C=C1CCC)CCO)CCC (t-Butyldimethylsilyloxy-2,6-dipropyl-4-(2-hydroxyethyl)-benzene), solution, [F-].C(CCC)[N+](CCCC)(CCCC)CCCC (tetrabutylammonium fluoride). The solvent is C1CCOC1 (THF), C1CCOC1 (THF). Conditions: time 15 minute. Yields the product C(CC)C1=C(C(=CC(=C1)CCO)CCC)O (2,6-Dipropyl-4-(2-hydroxyethyl)phenol). As a reaction SMILES: [Si]([O:8][C:9]1[C:14]([CH2:15][CH2:16][CH3:17])=[CH:13][C:12]([CH2:18][CH2:19][OH:20])=[CH:11][C:10]=1[CH2:21][CH2:22][CH3:23])(C(C)(C)C)(C)C.[F-].C([N+](CCCC)(CCCC)CCCC)CCC>C1COCC1>[CH2:21]([C:10]1[CH:11]=[C:12]([CH2:18][CH2:19][OH:20])[CH:13]=[C:14]([CH2:15][CH2:16][CH3:17])[C:9]=1[OH:8])[CH2:22][CH3:23] |f:1.2|. Procedure: To a solution of 1.0 g (2.98 mrnol) of the product of Step C in 3.0 mL of THF was added 3.57 mL (3.57 mmol) of 1.0 N solution of tetrabutylammonium fluoride in THF. After 15 minutes TLC indicated that the reaction was complete. The reaction mixture was concentrated and then purified by flash chromatography (silica gel, hexane/ethyl acetate 3:1) to give 1.13 g of the title compound.